Dataset: the Open Reaction Database (ORD), a public repository of structured organic reaction records. Task: describe an organic reaction: reactants, conditions, products, and yield Reactants: C(C)OC(CN1C(C(=NC=C1Cl)N[C@@H](CC1=CC=CC=C1)CN=[N+]=[N-])=O)=O ((S)-[3-(1-azidomethyl-2-phenyl-ethylamino)-6-chloro-2-oxo-2H-pyrazin-1-yl]-acetic acid ethyl ester), Cl[Sn]Cl (SnCl2). Solvent: CO (MeOH), C1CCOC1 (THF). Conditions: time 18 hour. The product is C(C)OC(CN1C(C(=NC=C1Cl)N[C@@H](CC1=CC=CC=C1)CN)=O)=O ((S)-[3-(1-aminomethyl-2-pheny-ethylamino)-6-chloro-2-oxo-2H-pyrazin-1-yl]-acetic acid ethyl ester). Reaction SMILES: [CH2:1]([O:3][C:4](=[O:27])[CH2:5][N:6]1[C:11]([Cl:12])=[CH:10][N:9]=[C:8]([NH:13][C@H:14]([CH2:22][N:23]=[N+]=[N-])[CH2:15][C:16]2[CH:21]=[CH:20][CH:19]=[CH:18][CH:17]=2)[C:7]1=[O:26])[CH3:2].Cl[Sn]Cl>CO.C1COCC1>[CH2:1]([O:3][C:4](=[O:27])[CH2:5][N:6]1[C:11]([Cl:12])=[CH:10][N:9]=[C:8]([NH:13][C@H:14]([CH2:22][NH2:23])[CH2:15][C:16]2[CH:21]=[CH:20][CH:19]=[CH:18][CH:17]=2)[C:7]1=[O:26])[CH3:2]. Procedure details: To a solution of (S)-[3-(1-azidomethyl-2-phenyl-ethylamino)-6-chloro-2-oxo-2H-pyrazin-1-yl]-acetic acid ethyl ester (5.67 g, 14.5 mmol) in MeOH (80 ml) and THF (40 ml) was added SnCl2 (4.1 g, 21.8 mmol) and the reaction mixture was stirred at room temperature for 18 h. The reaction mixture was concentrated in vacuo, azeotroped with CH2Cl2, and purified by flash chromatography (silica gel, 6% MeOH containing 10% NH4OH in CH2Cl2 to 10%) to give (S)-[3-(1-aminomethyl-2-pheny-ethylamino)-6-chloro-2-... Reactants: Cl (hydrochloric acid), C(C)(C)(C)OC(=O)N1CC2=CC=CC=C2CC1C1(C(N(C2=CC=CC(=C12)N=C=O)CCCCC)=O)CCC(=O)OCC (ethyl 3-[3-(2-t-butoxycarbonyl-1,2,3,4-tetrahydro-3-isoquinolinyl)-carbonylamino-2,3-dihydro-2-oxo-1-pentyl-1H-indol-3-yl]-propionate). Solvent: C(C)(=O)OCC (ethyl acetate). Conditions: temperature 0 celsius, time 2.5 hour. The product is Cl.O=C1N(C2=CC=CC(=C2C1(C1NCC2=CC=CC=C2C1)CCC(=O)OCC)N=C=O)CCCCC (ethyl 3-[2,3-dihydro-2-oxo-1-pentyl-3-(1,2,3,4-tetrahydro-3-isoquinolinyl)-carbonylamino-1H-indol-3-yl]propionate hydrochloride). As a reaction SMILES: [ClH:1].C(OC([N:9]1[CH:18]([C:19]2([CH2:37][CH2:38][C:39]([O:41][CH2:42][CH3:43])=[O:40])[C:27]3[C:22](=[CH:23][CH:24]=[CH:25][C:26]=3[N:28]=[C:29]=[O:30])[N:21]([CH2:31][CH2:32][CH2:33][CH2:34][CH3:35])[C:20]2=[O:36])[CH2:17][C:16]2[C:11](=[CH:12][CH:13]=[CH:14][CH:15]=2)[CH2:10]1)=O)(C)(C)C>C(OCC)(=O)C>[ClH:1].[O:36]=[C:20]1[C:19]([CH2:37][CH2:38][C:39]([O:41][CH2:42][CH3:43])=[O:40])([CH:18]2[CH2:17][C:16]3[C:11](=[CH:12][CH:13]=[CH:14][CH:15]=3)[CH2:10][NH:9]2)[C:27]2[C:22](=[CH:23][CH:24]=[CH:25][C:26]=2[N:28]=[C:29]=[O:30])[N:21]1[CH2:31][CH2:32][CH2:33][CH2:34][CH3:35] |f:3.4|. Reported procedure: Under ice cooling, a hydrochloric acid gas was passed through a stirred solution of 6.79 g of ethyl 3-[3-(2-t-butoxycarbonyl-1,2,3,4-tetrahydro-3-isoquinolinyl)-carbonylamino-2,3-dihydro-2-oxo-1-pentyl-1H-indol-3-yl]-propionate in ethyl acetate (75 ml) until the gas was saturated. The mixture was stirred at 0° C. for 2.5 hours. After removal of solvent, the residue was triturated in isopropyl ether to afford 6.05 g of ethyl 3-[2,3-dihydro-2-oxo-1-pentyl-3-(1,2,3,4-tetrahydro-3-isoquinolinyl)-car... Reported procedure: 1-Isopropenylbenzimidazolone (J. Davol, J. Chem. Soc., 1960, 308) was alkylated with 1,2-dibromoethane using sodium hydride in DMF. The product was purified by chromatography and crystallization from cyclohexane to give 1-isopropenyl-3-(2-bromoethyl)benzimidazolone. Run in CN(C)C=O (DMF). Yields the product C(=C)(C)N1C(N(C2=C1C=CC=C2)CCBr)=O (1-isopropenyl-3-(2-bromoethyl)benzimidazolone). Reaction SMILES: [C:1]([N:4]1[C:8]2[CH:9]=[CH:10][CH:11]=[CH:12][C:7]=2[NH:6][C:5]1=[O:13])([CH3:3])=[CH2:2].[Br:14][CH2:15][CH2:16]Br.[H-].[Na+]>CN(C=O)C>[C:1]([N:4]1[C:8]2[CH:9]=[CH:10][CH:11]=[CH:12][C:7]=2[N:6]([CH2:16][CH2:15][Br:14])[C:5]1=[O:13])([CH3:3])=[CH2:2] |f:2.3|. Reactants: C(=C)(C)N1C(NC2=C1C=CC=C2)=O (1-Isopropenylbenzimidazolone), BrCCBr (1,2-dibromoethane), [H-].[Na+] (sodium hydride). Starting materials: N1=CC=CC=C1 (pyridine), NN (hydrazine), C1(CC1)C(=O)Cl (Cyclopropanecarbonyl chloride), NC1=C(C(=O)O)C=CC(=C1)C(F)(F)F (2-amino-4-(trifluoromethyl)benzoic acid). Solvent: C1CCOC1 (THF), C(C)(=O)OCC (ethyl acetate). Run at temperature 70 celsius, time 8 hour. The product is NN1C(=NC2=CC(=CC=C2C1=O)C(F)(F)F)C1CC1 (3-amino-2-cyclopropyl-7-(trifluoromethyl)quinazolin-4(3H)-one). Reaction SMILES: [CH:1]1([C:4](Cl)=O)[CH2:3][CH2:2]1.[NH2:7][C:8]1[CH:16]=[C:15]([C:17]([F:20])([F:19])[F:18])[CH:14]=[CH:13][C:9]=1[C:10](O)=[O:11].N1C=CC=CC=1.[NH2:27][NH2:28]>C1COCC1.C(OCC)(=O)C>[NH2:27][N:28]1[C:10](=[O:11])[C:9]2[C:8](=[CH:16][C:15]([C:17]([F:20])([F:19])[F:18])=[CH:14][CH:13]=2)[N:7]=[C:4]1[CH:1]1[CH2:2][CH2:3]1. Procedure details: Cyclopropanecarbonyl chloride (2.71 ml, 29.6 mmol) was added to a solution of 2-amino-4-(trifluoromethyl)benzoic acid (2.00 g, 9.75 mmol) in THF (50 mL) followed by pyridine (4.07 ml, 50.3 mmol). The mixture was stirred at 70° C. overnight. The mixture was cooled at 0° C., hydrazine was added, and the reaction was stirred at room temperature for 30 minutes and then at 75° C. for 24 hours. The reaction was cooled at 22° C., diluted with ethyl acetate, washed with aq. NaHCO3, dried with magnesium ... The reactants are BrC1=C(C=C(N(C1=O)C1=C(C=CC=C1F)F)C=O)OCC1=C(C=C(C=C1)F)F (5-bromo-4-[(2,4-difluorobenzyl)oxy]-1-(2,6-difluorophenyl)-6-oxo-1,6-dihydropyridine-2-carbaldehyde), N1CCOCC1 (morpholine), triacetoxy sodium borohydride. Solvent: ClCCl (dichloromethane). The product is BrC=1C(N(C(=CC1OCC1=C(C=C(C=C1)F)F)CN1CCOCC1)C1=C(C=CC=C1F)F)=O (3-bromo-4-[(2,4-difluorobenzyl)oxy]-1-(2,6-difluorophenyl)-6-(morpholin-4-ylmethyl)pyridin-2(1H)-one). Isolated yield 28.4%. Reaction SMILES: [Br:1][C:2]1[C:7](=[O:8])[N:6]([C:9]2[C:14]([F:15])=[CH:13][CH:12]=[CH:11][C:10]=2[F:16])[C:5]([CH:17]=O)=[CH:4][C:3]=1[O:19][CH2:20][C:21]1[CH:26]=[CH:25][C:24]([F:27])=[CH:23][C:22]=1[F:28].[NH:29]1[CH2:34][CH2:33][O:32][CH2:31][CH2:30]1>ClCCl>[Br:1][C:2]1[C:7](=[O:8])[N:6]([C:9]2[C:10]([F:16])=[CH:11][CH:12]=[CH:13][C:14]=2[F:15])[C:5]([CH2:17][N:29]2[CH2:34][CH2:33][O:32][CH2:31][CH2:30]2)=[CH:4][C:3]=1[O:19][CH2:20][C:21]1[CH:26]=[CH:25][C:24]([F:27])=[CH:23][C:22]=1[F:28]. Reported procedure: The title compound was prepared by reacting 5-bromo-4-[(2,4-difluorobenzyl)oxy]-1-(2,6-difluorophenyl)-6-oxo-1,6-dihydropyridine-2-carbaldehyde (0.456 g, 1 mmol) with morpholine (0.13 ml, 1.5 mmol) and triacetoxy sodium borohydride (0.42 g, 2.0 mmol) in dichloromethane (7 mL) by using a similar procedure to the one described for Example 468. The crude product was purified by flash column chromatography. Elution with (50:50→0:100) hexanes-ethyl acetate to give 0.15 g (29% yield) of the desired pr...